Dataset: the Open Reaction Database (ORD), a public repository of structured organic reaction records. Task: describe an organic reaction: reactants, conditions, products, and yield The reactants are ClCCCN(C1=C(C=CC=C1)C=O)C1=NC=CC=C1[N+](=O)[O-] (2-[[3-chloropropyl)(3-nitro-2-pyridinyl)amino]phenylmethanone), CNC (dimethylamine). Product: CN(CCCN(C1=C(C=CC=C1)C(=O)C1=CC=CC=C1)C1=NC=CC=C1[N+](=O)[O-])C ([2-[[3-(Dimethylamino)propyl](3-nitro-2-pyridinyl)amino]phenyl]phenylmethanone). As a reaction SMILES: Cl[CH2:2][CH2:3][CH2:4][N:5]([C:14]1[C:19]([N+:20]([O-:22])=[O:21])=[CH:18][CH:17]=[CH:16][N:15]=1)[C:6]1[CH:11]=[CH:10][CH:9]=[CH:8][C:7]=1[CH:12]=[O:13].[CH3:23][NH:24][CH3:25]>>[CH3:23][N:24]([CH3:25])[CH2:2][CH2:3][CH2:4][N:5]([C:14]1[C:19]([N+:20]([O-:22])=[O:21])=[CH:18][CH:17]=[CH:16][N:15]=1)[C:6]1[CH:11]=[CH:10][CH:9]=[CH:8][C:7]=1[C:12]([C:6]1[CH:11]=[CH:10][CH:9]=[CH:8][CH:7]=1)=[O:13]. Reported procedure: The title compound is prepared by reacting [2-[[3-chloropropyl)(3-nitro-2-pyridinyl)amino]phenylmethanone with dimethylamine. Starting materials: ice, N1(CCNCC1)C1=CC=C(C(=O)OCC)C=C1 (ethyl 4-(piperazin-1-yl)benzoate), COC1(CCC(CC1)=O)C1CCCCC1 (1-methoxy-1,1′-bicyclohexane-4-one), CO (methanol), C(#N)[BH3-].[Na+] (sodium cyanoborohydride). Run in C(C)(=O)O (acetic acid), O1CCCC1 (tetrahydrofuran). Run at time 7.5 hour. Product: C(C)OC(C1=CC=C(C=C1)N1CCN(CC1)C1CCC(CC1)(C1CCCCC1)OC)=O (4-[4-(1-methoxy-1,1′-bicyclohexan-4-yl)piperazinyl]benzoic acid ethyl ester). The yield is 42.9%. Reaction SMILES: [N:1]1([C:7]2[CH:17]=[CH:16][C:10]([C:11]([O:13][CH2:14][CH3:15])=[O:12])=[CH:9][CH:8]=2)[CH2:6][CH2:5][NH:4][CH2:3][CH2:2]1.[CH3:18][O:19][C:20]1([CH:27]2[CH2:32][CH2:31][CH2:30][CH2:29][CH2:28]2)[CH2:25][CH2:24][C:23](=O)[CH2:22][CH2:21]1.CO.C([BH3-])#N.[Na+]>C(O)(=O)C.O1CCCC1>[CH2:14]([O:13][C:11](=[O:12])[C:10]1[CH:9]=[CH:8][C:7]([N:1]2[CH2:2][CH2:3][N:4]([CH:23]3[CH2:24][CH2:25][C:20]([O:19][CH3:18])([CH:27]4[CH2:32][CH2:31][CH2:30][CH2:29][CH2:28]4)[CH2:21][CH2:22]3)[CH2:5][CH2:6]2)=[CH:17][CH:16]=1)[CH3:15] |f:3.4|. Procedure details: To an ice cooled solution of ethyl 4-(piperazin-1-yl)benzoate (1.23 g) and 1-methoxy-1,1′-bicyclohexane-4-one (916 mg) in a mixed solvent of methanol (20 ml), tetrahydrofuran (15 ml) and acetic acid (0.74 ml) was added sodium cyanoborohydride (301 mg) in a stream of nitrogen. The mixture was stirred at this temperature for 1.5 hours and at room temperature for 7.5 hours. The reaction mixture was quenched with saturated aqueous sodium hydrogen carbonate solution. Dichloromethane was added to the ... Reactants: OCC(C)(CO)C (neopentyl glycol), [N+](=O)([O-])C1=C(C=CC=C1)Cl (2-nitrochlorobenzene), [OH-].[Na+] (sodium hydroxide). The solvent is CS(=O)C (DMSO). Product: [N+](=O)([O-])C1=C(OCC(COC2=C(C=CC=C2)[N+](=O)[O-])(C)C)C=CC=C1 (1,3-bis-(2-nitrophenoxy)-2,2-dimethylpropane). Reaction SMILES: [OH:1][CH2:2][C:3]([CH3:7])([CH2:5][OH:6])[CH3:4].[N+:8]([C:11]1[CH:16]=[CH:15][CH:14]=[CH:13][C:12]=1Cl)([O-:10])=[O:9].[OH-:18].[Na+]>CS(C)=O>[N+:8]([C:11]1[CH:16]=[CH:15][CH:14]=[CH:13][C:12]=1[O:1][CH2:2][C:3]([CH3:7])([CH3:4])[CH2:5][O:6][C:12]1[CH:13]=[CH:14][CH:15]=[CH:16][C:11]=1[N+:8]([O-:9])=[O:18])([O-:10])=[O:9] |f:2.3|. Procedure details: 104 g (1 mol) neopentyl glycol, 346.5 g (2.2 mols) 2-nitrochlorobenzene and 140 g powdered sodium hydroxide were reacted following the procedure described in Example 1 in 600 ml DMSO. Starting materials: CC(C)(C)OC(=O)N(Cc1cc([N+](=O)[O-])ccc1F)C(=O)OC(C)(C)C, CCNC. The product is CCN(C)c1ccc([N+](=O)[O-])cc1CN(C(=O)OC(C)(C)C)C(=O)OC(C)(C)C. As a reaction SMILES: [C:1]([CH3:2])([CH3:3])([CH3:4])[O:5][C:6](=[O:7])[N:8]([CH2:9][c:10]1[c:11]([F:19])[cH:12][cH:13][c:14]([N+:16](=[O:17])[O-:18])[cH:15]1)[C:20](=[O:21])[O:22][C:23]([CH3:24])([CH3:25])[CH3:26].[CH2:27]([CH3:28])[NH:29][CH3:30]>>[C:1]([CH3:2])([CH3:3])([CH3:4])[O:5][C:6](=[O:7])[N:8]([CH2:9][c:10]1[c:11]([N:29]([CH2:27][CH3:28])[CH3:30])[cH:12][cH:13][c:14]([N+:16](=[O:17])[O-:18])[cH:15]1)[C:20](=[O:21])[O:22][C:23]([CH3:24])([CH3:25])[CH3:26]. Reactants: C1CCOC1, CCCN(CCC)C(=O)c1cc(C(=O)OC)cc([N+](=O)[O-])c1, CO, [Li+], [OH-], O. The product is CCCN(CCC)C(=O)c1cc(C(=O)O)cc([N+](=O)[O-])c1. As a reaction SMILES: [CH2:28]1[O:29][CH2:30][CH2:31][CH2:32]1.[CH3:1][O:2][C:3]([c:4]1[cH:5][c:6]([C:7](=[O:8])[N:9]([CH2:10][CH2:11][CH3:12])[CH2:13][CH2:14][CH3:15])[cH:16][c:17]([N+:19](=[O:20])[O-:21])[cH:18]1)=[O:22].[CH3:26][OH:27].[Li+:23].[OH-:24].[OH2:25]>>[O:2]=[C:3]([c:4]1[cH:5][c:6]([C:7](=[O:8])[N:9]([CH2:10][CH2:11][CH3:12])[CH2:13][CH2:14][CH3:15])[cH:16][c:17]([N+:19](=[O:20])[O-:21])[cH:18]1)[OH:22]. The reactants are C1CCOC1, C[Si](C)(C)[N-][Si](C)(C)C, Cc1nc(-c2cc(Cc3ccc(S(C)(=O)=O)cc3)cnc2F)c2ncn(C3CCCCO3)c2n1, [Li+], Nc1cccc2c1cnn2C1CCCCO1. The product is Cc1nc(-c2cc(Cc3ccc(S(C)(=O)=O)cc3)cnc2Nc2cccc3c2cnn3C2CCCCO2)c2ncn(C3CCCCO3)c2n1. Reaction SMILES: [CH2:61]1[O:62][CH2:63][CH2:64][CH2:65]1.[CH3:52][Si:53]([N-:54][Si:55]([CH3:56])([CH3:57])[CH3:58])([CH3:59])[CH3:60].[F:1][c:2]1[n:3][cH:4][c:5]([CH2:24][c:25]2[cH:26][cH:27][c:28]([S:31](=[O:32])(=[O:33])[CH3:34])[cH:29][cH:30]2)[cH:6][c:7]1-[c:8]1[c:9]2[n:10][cH:11][n:12]([CH:18]3[O:19][CH2:20][CH2:21][CH2:22][CH2:23]3)[c:13]2[n:14][c:15]([CH3:17])[n:16]1.[Li+:51].[O:35]1[CH:36]([n:41]2[n:42][cH:43][c:44]3[c:45]([NH2:50])[cH:46][cH:47][cH:48][c:49]23)[CH2:37][CH2:38][CH2:39][CH2:40]1>>[c:2]1([NH:50][c:45]2[c:44]3[cH:43][n:42][n:41]([CH:36]4[O:35][CH2:40][CH2:39][CH2:38][CH2:37]4)[c:49]3[cH:48][cH:47][cH:46]2)[n:3][cH:4][c:5]([CH2:24][c:25]2[cH:26][cH:27][c:28]([S:31](=[O:32])(=[O:33])[CH3:34])[cH:29][cH:30]2)[cH:6][c:7]1-[c:8]1[c:9]2[n:10][cH:11][n:12]([CH:18]3[O:19][CH2:20][CH2:21][CH2:22][CH2:23]3)[c:13]2[n:14][c:15]([CH3:17])[n:16]1. Reactants: NC1C2SC(C(N2C1=O)C(=O)O)(C)C (6-Amino-3,3-dimethyl-7-oxo-4-thia-1-azabicyclo[3.2.0]heptane-2-carboxylic acid), [Na] (sodium), C(C)Br (ethyl bromide), [Na] (sodium), CC1([C@@H](N2[C@H](S1)[C@@H](C2=O)N)C(=O)O)C (6-APA), Cl (hydrochloric acid). The solvent is C(C)(=O)OCC (ethyl acetate), O (water), CN(C=O)C (dimethylformamide). Conditions: time 15 minute. Product: NC1C2SC(C(N2C1=O)C(=O)OCC)(C)C (6-Amino-3,3-dimethyl-7-oxo-4-thia-1-azabicyclo[3.2.0]heptane-2-carboxylic acid, ethyl ester). As a reaction SMILES: [NH2:1][CH:2]1[C:8](=[O:9])[N:7]2[CH:3]1[S:4][C:5]([CH3:14])([CH3:13])[CH:6]2[C:10]([OH:12])=[O:11].[Na].[CH3:16][C:17]1(C)S[C@@H]2[C@H](N)C(=O)N2[C@H]1C(O)=O.C(Br)C.Cl>C(OCC)(=O)C.O.CN(C)C=O>[NH2:1][CH:2]1[C:8](=[O:9])[N:7]2[CH:3]1[S:4][C:5]([CH3:14])([CH3:13])[CH:6]2[C:10]([O:12][CH2:16][CH3:17])=[O:11] |^1:14|. Procedure: 6-Amino-3,3-dimethyl-7-oxo-4-thia-1-azabicyclo[3.2.0]heptane-2-carboxylic acid, sodium salt, hereinafter referred to as 6-APA, sodium salt, (5.0 mmole) is added to 50 ml of dimethylformamide at room temperature. After stirring for 15 minutes, 5.5 mmole of ethyl bromide is added. This mixture is stirred for 2 to 3 hours after which it is diluted with ethyl acetate and water. The pH is adjusted to about 6.5 to 7.0 by the addition of hydrochloric acid and the organic phase is separated from the aqu...